Dataset: the Open Reaction Database (ORD), a public repository of structured organic reaction records. Task: describe an organic reaction: reactants, conditions, products, and yield Reactants: CC1=NC(=CC=C1CO)C1=CC=C(C=C1)C(F)(F)F ([2-methyl-6-(4-trifluoromethyl-phenyl)-pyridin-3-yl]-methanol), S(=O)(Cl)Cl (thionyl chloride), ice water. Solvent: ClCCl (dichloromethane). Conditions: time 1 hour. Product: ClCC=1C(=NC(=CC1)C1=CC=C(C=C1)C(F)(F)F)C (3-chloromethyl-2-methyl-6-(4-trifluoromethyl-phenyl)-pyridine). Isolated yield 97.6%. Reaction SMILES: [CH3:1][C:2]1[C:7]([CH2:8]O)=[CH:6][CH:5]=[C:4]([C:10]2[CH:15]=[CH:14][C:13]([C:16]([F:19])([F:18])[F:17])=[CH:12][CH:11]=2)[N:3]=1.S(Cl)([Cl:22])=O>ClCCl>[Cl:22][CH2:8][C:7]1[C:2]([CH3:1])=[N:3][C:4]([C:10]2[CH:15]=[CH:14][C:13]([C:16]([F:19])([F:18])[F:17])=[CH:12][CH:11]=2)=[CH:5][CH:6]=1. Procedure details: To a suspension of [2-methyl-6-(4-trifluoromethyl-phenyl)-pyridin-3-yl]-methanol (26.7 g; 100 mmol; example 5 e]) in dichloromethane (100 ml), was added at 0° C. 10.9 ml (150 mmol) of thionyl chloride within 0.5 hours. Stirring was continued at ambient temperature for 1 hour. Afterwards, ice water was added and the mixture was stirred vigorously. Then, the layers were separated, the aqueous phase was extracted with 100 ml of dichloromethane. The combined organic phases were washed with water, aq... Reactants: C([O-])([O-])=O.[K+].[K+] (potassium carbonate), CNCCC1=CC=C(C=C1)Cl (N-methyl-2-(4-chlorophenyl)ethylamine), BrCC(CCl)C (1-bromo-2-methyl-3-chloropropane). Run in CN(C=O)C (dimethylformamide). Product: ClC1=CC=C(CCN(C)CC(CCl)C)C=C1 (rac-4-chloro-N-(3-chloro-2-methylpropyl)-N-methylphenethylamine). As a reaction SMILES: [CH3:1][NH:2][CH2:3][CH2:4][C:5]1[CH:10]=[CH:9][C:8]([Cl:11])=[CH:7][CH:6]=1.C(=O)([O-])[O-].[K+].[K+].Br[CH2:19][CH:20]([CH3:23])[CH2:21][Cl:22]>CN(C)C=O>[Cl:11][C:8]1[CH:9]=[CH:10][C:5]([CH2:4][CH2:3][N:2]([CH2:19][CH:20]([CH3:23])[CH2:21][Cl:22])[CH3:1])=[CH:6][CH:7]=1 |f:1.2.3|. Procedure: 16.9 g (0.1 mol) of N-methyl-2-(4-chlorophenyl)ethylamine were dissolved in 30 ml of dimethylformamide and treated with 20.7 g (0.3 mol) of anhydrous potassium carbonate. The mixture was stirred at 5° and treated with 12.6 ml (0.11 mol) of 1-bromo-2-methyl-3-chloropropane, whereupon the mixture was stirred at 30° for a further 4 hours, the solvent was evaporated at 30° under reduced pressure and the residue was treated with water. The separated oil was extracted three times with ether. The organ... Reactants: BrCC(=O)C1=CC(=C(C(=C1)C)O)C(C)(C)C (2-bromo-1-(3-tert.butyl-5-methyl-4-hydroxyphenyl)-ethanone), SC=1NN=CC(N1)=O (3-mercapto-2H-1,2,4-triazin-5-one). Run in C(C)O (ethanol). Product: C(C)(C)(C)C=1C=C(C=C(C1O)C)C1=CSC=2N1N=CC(N2)=O (3-(3-tert.butyl-5-methyl-4-hydroxyphenyl)-7H-thiazolo[3,2-b][1,2,4]triazin-7-one). RXN SMILES: Br[CH2:2][C:3]([C:5]1[CH:10]=[C:9]([CH3:11])[C:8]([OH:12])=[C:7]([C:13]([CH3:16])([CH3:15])[CH3:14])[CH:6]=1)=O.[SH:17][C:18]1[NH:19][N:20]=[CH:21][C:22](=[O:24])[N:23]=1>C(O)C>[C:13]([C:7]1[CH:6]=[C:5]([C:3]2[N:19]3[N:20]=[CH:21][C:22](=[O:24])[N:23]=[C:18]3[S:17][CH:2]=2)[CH:10]=[C:9]([CH3:11])[C:8]=1[OH:12])([CH3:16])([CH3:15])[CH3:14]. Procedure: A solution of 28.5 g (0.1 mol) of 2-bromo-1-(3-tert.butyl-5-methyl-4-hydroxyphenyl)-ethanone from step (a1) and 12.9 g (0.1 mol) of 3-mercapto-2H-1,2,4-triazin-5-one was refluxed for 8 hours in 250 ml of ethanol. After the solvent had been removed in vacuo, the solid residue was dissolved in 200 ml of boiling ethyl acetate and filtered while hot. On concentration of the filtrate, colorless crystals were produced which were again recrystallized from isopropanol. As a reaction SMILES: [CH3:1][C:2](C)=[CH:3][CH2:4][OH:5].[CH3:7][C:8](C)=[CH:9]CC=O.[C:14]1(P(=CC(=O)C)(C2C=CC=CC=2)C2C=CC=CC=2)C=CC=CC=1>>[CH3:7][C:8]([CH3:9])=[CH:1][CH:2]=[CH:3][C:4](=[O:5])[CH3:14]. Product: CC(=CC=CC(C)=O)C (6-methyl-hept-3,5-diene-2-one). Procedure: 3-methyl-2-butenol is converted to 3-methyl-2-butene carboxaldehyde which in turn is reacted with triphenylphosphoranyliden-2-propanone to provide 6-methyl-hept-3,5-diene-2-one. The reactants are CC(=CCO)C (3-methyl-2-butenol), CC(=CCC=O)C (3-methyl-2-butene carboxaldehyde), C1(=CC=CC=C1)P(C1=CC=CC=C1)(C1=CC=CC=C1)=CC(C)=O (triphenylphosphoranyliden-2-propanone). The reactants are [BH4-].[BH4-].[BH4-].[BH4-].[Na+].[Na+].[Na+].[Na+] (sodium tetraborohydride), Cl (hydrochloric acid), CC1(C=2C=CC=CC2C=2NC(C=3N(C21)C=CN3)=O)C(C(=O)O)CC ((10-methyl-4,5-dihydro-4-oxo-10H-imidazo[1,2-a]indeno[1,2-e]-pyrazin-10-yl)butyric acid), C(C(=O)Cl)(=O)Cl (oxalyl chloride), C(C(=O)Cl)(=O)Cl (oxalyl chloride). Run in CN(C=O)C (dimethylformamide), CO (methanol), O1CCOCC1 (dioxane), CN(C=O)C (dimethylformamide), O1CCOCC1 (dioxane), CN(C=O)C (dimethylformamide). Conditions: temperature 10 celsius, time 4 hour. The product is OCCCCC1(C=2C=CC=CC2C=2NC(C=3N(C21)C=CN3)=O)C (10-(4-hydroxybutyl)-10-methyl-5H,10H-imidazo[1,2-a]indeno-[1,2-e]pyrazin-4-one). Reaction SMILES: [CH3:1][C:2]1([CH:19]([CH2:23][CH3:24])C(O)=O)[C:14]2[N:13]3[CH:15]=[CH:16][N:17]=[C:12]3[C:11](=[O:18])[NH:10][C:9]=2[C:8]2[CH:7]=[CH:6][CH:5]=[CH:4][C:3]1=2.C(Cl)(=O)[C:26](Cl)=[O:27].[BH4-].[BH4-].[BH4-].[BH4-].[Na+].[Na+].[Na+].[Na+].Cl>O1CCOCC1.CN(C)C=O.CO>[OH:27][CH2:26][CH2:24][CH2:23][CH2:19][C:2]1([CH3:1])[C:14]2[N:13]3[CH:15]=[CH:16][N:17]=[C:12]3[C:11](=[O:18])[NH:10][C:9]=2[C:8]2[CH:7]=[CH:6][CH:5]=[CH:4][C:3]1=2 |f:2.3.4.5.6.7.8.9|. Procedure details: A stirred suspension of 0.6 g of (10-methyl-4,5-dihydro-4-oxo-10H-imidazo[1,2-a]indeno[1,2-e]-pyrazin-10-yl)butyric acid in 20 ml of dioxane is cooled to a temperature in the region of 10° C., under an argon atmosphere, and 0.19 ml of oxalyl chloride is added. A solution of 0.5 ml of dimethylformamide in 5 ml of dioxane is then added dropwise. After the addition, the mixture is left stirring for 4 hours at a temperature in the region of 20° C. A further 0.38 ml of oxalyl chloride and 6 ml of dim... The reactants are NC=1C(=C(C=CC1)C1=CN=C(C=2NC3=CC(=CC=C3C21)N2CCOCC2)C(=O)N)C (4-(3-amino-2-methylphenyl)-7-morpholino-9H-pyrido[3,4-b]indole-1-carboxamide), N1C(OC(C2=C1C=CC=C2)=O)=O (1H-benzo[d][1,3]oxazine-2,4-dione), COC(OC)OC (trimethoxymethane), O.O.O.O.O.O.[N+](=O)([O-])[O-].[La+3].[N+](=O)([O-])[O-].[N+](=O)([O-])[O-] (lanthanum nitrate hexahydrate). Solvent: C1CCOC1 (THF). Product: CC1=C(C=CC=C1N1C=NC2=CC=CC=C2C1=O)C1=CN=C(C=2NC3=CC(=CC=C3C21)N2CCOCC2)C(=O)N (4-(2-Methyl-3-(4-oxoquinazolin-3(4H)-yl)phenyl)-7-morpholino-9H-pyrido[3,4-b]indole-1-carboxamide). Isolated yield 17.1%. As a reaction SMILES: [NH2:1][C:2]1[C:3]([CH3:30])=[C:4]([C:8]2[C:20]3[C:19]4[C:14](=[CH:15][C:16]([N:21]5[CH2:26][CH2:25][O:24][CH2:23][CH2:22]5)=[CH:17][CH:18]=4)[NH:13][C:12]=3[C:11]([C:27]([NH2:29])=[O:28])=[N:10][CH:9]=2)[CH:5]=[CH:6][CH:7]=1.[NH:31]1[C:36]2[CH:37]=[CH:38][CH:39]=[CH:40][C:35]=2[C:34](=O)[O:33][C:32]1=O.COC(OC)OC.O.O.O.O.O.O.[N+]([O-])([O-])=O.[La+3].[N+]([O-])([O-])=O.[N+]([O-])([O-])=O>C1COCC1>[CH3:30][C:3]1[C:2]([N:1]2[C:34](=[O:33])[C:35]3[C:36](=[CH:37][CH:38]=[CH:39][CH:40]=3)[N:31]=[CH:32]2)=[CH:7][CH:6]=[CH:5][C:4]=1[C:8]1[C:20]2[C:19]3[C:14](=[CH:15][C:16]([N:21]4[CH2:22][CH2:23][O:24][CH2:25][CH2:26]4)=[CH:17][CH:18]=3)[NH:13][C:12]=2[C:11]([C:27]([NH2:29])=[O:28])=[N:10][CH:9]=1 |f:3.4.5.6.7.8.9.10.11.12|. Procedure: A burgundy solution of 4-(3-amino-2-methylphenyl)-7-morpholino-9H-pyrido[3,4-b]indole-1-carboxamide (0.0612 g, 0.140 mmol), 1H-benzo[d][1,3]oxazine-2,4-dione (0.057 g, 0.351 mmol), trimethoxymethane (0.154 ml, 1.402 mmol) and lanthanum nitrate hexahydrate (0.018 g, 0.042 mmol) in THF (0.334 mL) in a sealed vial was stirred overnight at 95° C. The reaction was cooled to room temperature and concentrated in vacuo. The residue was dissolved in DMSO (0.2 mL) and MeOH (1.6 mL), and subjected to autop... Starting materials: O[Li].O (LiOH hydrate), Cl (HCl), COC(=O)C=1N=CC2=CC=C(C=C2C1)F (6-fluoro-isoquinoline-3-carboxylic acid methyl ester), COC(C)(C)C (MeOtBu). The solvent is O (water), O (water), CO.C1CCOC1 (MeOH THF). Conditions: time 8 hour. Product: Cl.FC=1C=C2C=C(N=CC2=CC1)C(=O)O (6-Fluoro-isoquinoline-3-carboxylic acid hydrochloride). As a reaction SMILES: C[O:2][C:3]([C:5]1[N:6]=[CH:7][C:8]2[C:13]([CH:14]=1)=[CH:12][C:11]([F:15])=[CH:10][CH:9]=2)=[O:4].O[Li].O.COC(C)(C)C.[ClH:25]>CO.C1COCC1.O>[ClH:25].[F:15][C:11]1[CH:12]=[C:13]2[C:8](=[CH:9][CH:10]=1)[CH:7]=[N:6][C:5]([C:3]([OH:4])=[O:2])=[CH:14]2 |f:1.2,5.6,8.9|. Procedure details: 1 g of the resulting crude 6-fluoro-isoquinoline-3-carboxylic acid methyl ester is dissolved in 20 ml of MeOH/THF (1:1) and slowly mixed at 5° with a solution of 510 mg of LiOH hydrate in 10 ml of water. The resulting solution is stirred at room temperature overnight and poured into a solution consisting of 50 ml of MeOtBu, 10 ml of water and 7 ml of 2N aqu. HCl. The precipitate is filtered off and washed with MeOtBu. Run at time 7 hour. Solvent: CO (methanol), CO (methanol). As a reaction SMILES: [CH2:1]([O:3][C:4]1[CH:5]=[C:6]([C:10]2[CH:15]=[CH:14][C:13]([CH:16]=O)=[CH:12][CH:11]=2)[CH:7]=[CH:8][CH:9]=1)[CH3:2].[C:18]([OH:23])(=[O:22])[C:19]([CH3:21])=[O:20].[OH-].[K+]>CO>[CH2:1]([O:3][C:4]1[CH:5]=[C:6]([C:10]2[CH:11]=[CH:12][C:13]([CH:16]=[CH:21][C:19](=[O:20])[C:18]([OH:23])=[O:22])=[CH:14][CH:15]=2)[CH:7]=[CH:8][CH:9]=1)[CH3:2] |f:2.3|. Reactants: C(C)OC=1C=C(C=CC1)C1=CC=C(C=C1)C=O (3′-ethoxy-biphenyl-4-carbaldehyde), C(C(=O)C)(=O)O (pyruvic acid), [OH-].[K+] (potassium hydroxide). Product: C(C)OC=1C=C(C=CC1)C1=CC=C(C=C1)C=CC(C(=O)O)=O (4-(3′-ethoxy-biphenyl-4-yl)-2-oxo-3-butenoic acid). Isolated yield 42.0%. Reported procedure: To a mixture of 3′-ethoxy-biphenyl-4-carbaldehyde (4.6 g, 20.1 mmol) prepared in Step 1 and pyruvic acid (1.7 mL, 24.1 mmol) in methanol (15.0 mL), was slowly added a solution of potassium hydroxide (2.0 g, 36.2 mmol) in methanol (15.0 mL) at 0° C. The reaction mixture was stirred at room temperature for 7 hours and then filtered. The resulting solid was diluted with a 1N hydrochloric acid solution and then extracted with ethyl acetate. The extract was washed with distilled water and brine, drie...